This data is from the Open Reaction Database (ORD), a public repository of structured organic reaction records. The task is: describe an organic reaction: reactants, conditions, products, and yield Starting materials: CC(C)(C)[O-], SCc1ccccc1, CCOC(C)=O, Clc1cnc2[nH]c(-c3ccc(OCCN4CCOCC4)cc3)nc2c1Cl, CN(C)C=O. The product is Clc1cnc2nc(-c3ccc(OCCN4CCOCC4)cc3)[nH]c2c1SCc1ccccc1. Reaction SMILES: [C:35]([O-:36])([CH3:37])([CH3:38])[CH3:39].[CH2:27]([c:28]1[cH:29][cH:30][cH:31][cH:32][cH:33]1)[SH:34].[CH3:45][CH2:46][O:47][C:48]([CH3:49])=[O:50].[Cl:1][c:2]1[c:3]([Cl:26])[c:4]2[c:5]([n:6][cH:7]1)[nH:8][c:9](-[c:11]1[cH:12][cH:13][c:14]([O:17][CH2:18][CH2:19][N:20]3[CH2:21][CH2:22][O:23][CH2:24][CH2:25]3)[cH:15][cH:16]1)[n:10]2.[O:40]=[CH:41][N:42]([CH3:43])[CH3:44]>>[Cl:1][c:2]1[c:3]([S:34][CH2:27][c:28]2[cH:29][cH:30][cH:31][cH:32][cH:33]2)[c:4]2[c:5]([n:6][cH:7]1)[n:8][c:9](-[c:11]1[cH:12][cH:13][c:14]([O:17][CH2:18][CH2:19][N:20]3[CH2:21][CH2:22][O:23][CH2:24][CH2:25]3)[cH:15][cH:16]1)[nH:10]2. Reactants: COc1ccc(S(=O)(=O)C(CCCCc2ccccc2)C(CCOc2ccccc2)C(=O)OC(C)(C)C)cc1, ClCCl, O=C(O)C(F)(F)F. The product is COc1ccc(S(=O)(=O)C(CCCCc2ccccc2)C(CCOc2ccccc2)C(=O)O)cc1. RXN SMILES: [CH3:1][O:2][c:3]1[cH:4][cH:5][c:6]([S:9](=[O:10])(=[O:11])[CH:12]([CH:13]([C:14](=[O:15])[O:16][C:17]([CH3:18])([CH3:19])[CH3:20])[CH2:21][CH2:22][O:23][c:24]2[cH:25][cH:26][cH:27][cH:28][cH:29]2)[CH2:30][CH2:31][CH2:32][CH2:33][c:34]2[cH:35][cH:36][cH:37][cH:38][cH:39]2)[cH:7][cH:8]1.[Cl:47][CH2:48][Cl:49].[F:40][C:41]([F:42])([F:43])[C:44]([OH:45])=[O:46]>>[CH3:1][O:2][c:3]1[cH:4][cH:5][c:6]([S:9](=[O:10])(=[O:11])[CH:12]([CH:13]([C:14](=[O:15])[OH:16])[CH2:21][CH2:22][O:23][c:24]2[cH:25][cH:26][cH:27][cH:28][cH:29]2)[CH2:30][CH2:31][CH2:32][CH2:33][c:34]2[cH:35][cH:36][cH:37][cH:38][cH:39]2)[cH:7][cH:8]1. The reactants are COC(=O)c1cccc(C=O)c1, O=C1CCOc2ccc(OCc3ccccc3)cc21, C1CCNC1, CO, C1CCOC1. Reaction SMILES: [C:20](=[O:21])([O:22][CH3:23])[c:24]1[cH:25][c:26]([CH:27]=[O:28])[cH:29][cH:30][cH:31]1.[CH2:1]([c:2]1[cH:3][cH:4][cH:5][cH:6][cH:7]1)[O:8][c:9]1[cH:10][c:11]2[c:16]([cH:17][cH:18]1)[O:15][CH2:14][CH2:13][C:12]2=[O:19].[CH2:32]1[CH2:33][NH:34][CH2:35][CH2:36]1.[CH3:42][OH:43].[O:37]1[CH2:38][CH2:39][CH2:40][CH2:41]1>>[CH2:1]([c:2]1[cH:3][cH:4][cH:5][cH:6][cH:7]1)[O:8][c:9]1[cH:10][c:11]2[c:16]([cH:17][cH:18]1)[O:15][CH2:14][C:13](=[CH:27][c:26]1[cH:25][c:24]([C:20](=[O:21])[O:22][CH3:23])[cH:31][cH:30][cH:29]1)[C:12]2=[O:19]. Product: COC(=O)c1cccc(C=C2COc3ccc(OCc4ccccc4)cc3C2=O)c1.